describe an organic reaction: reactants, conditions, products, and yield From a dataset of the Open Reaction Database (ORD), a public repository of structured organic reaction records. Reactants: COC=1C=C(C=O)C(=CN1)OCC=1C(=NC=CC1)C1=CC=NN1C (2-methoxy-5-((2-(1-methyl-1H-pyrazol-5-yl)pyridin-3-yl)methoxy)isonicotinaldehyde), Cl.C(C)(C)NN (isopropylhydrazine hydrochloride), CCO (EtOH), Cl (HCl). Conditions: temperature 80 celsius. The product is C(C)(C)N1N=CC=C1C1=NC=CC=C1CO ((2-(1-isopropyl-1H-pyrazol-5-yl)pyridin-3-yl)methanol), C(C)(C)N1N=C(C=C1)C1=NC=C(C=C1)CO ((2-(1-isopropyl-1H-pyrazol-3-yl)pyridin-5-yl)methanol). Yield: 25.0%. RXN SMILES: COC1C=C(C([O:11][CH2:12][C:13]2[C:14]([C:19]3[N:23](C)[N:22]=[CH:21][CH:20]=3)=[N:15][CH:16]=[CH:17][CH:18]=2)=CN=1)C=O.Cl.[CH:26]([NH:29][NH2:30])([CH3:28])[CH3:27].Cl.[CH3:32][CH2:33][OH:34]>>[CH:26]([N:29]1[C:19]([C:14]2[C:13]([CH2:12][OH:11])=[CH:18][CH:17]=[CH:16][N:15]=2)=[CH:20][CH:21]=[N:30]1)([CH3:28])[CH3:27].[CH:26]([N:22]1[CH:21]=[CH:20][C:19]([C:14]2[CH:13]=[CH:18][C:32]([CH2:33][OH:34])=[CH:16][N:15]=2)=[N:23]1)([CH3:28])[CH3:27] |f:1.2|. Procedure: To (E)-1-(3-((tert-butyldimethylsilyloxy)methyl)pyridin-2-yl)-3-(dimethylamino)prop-2-en-1-one (crude, 1.03 g, 3.22 mmol, 1 eq.; refer to Example 46) in EtOH (10 mL) was added isopropylhydrazine hydrochloride (430 mg, 3.86 mmol, 1.2 eq.). The mixture was heated at 80° C. for 2 h, cooled, added HCl (6 N, 0.5 mL), and stirred O/N. The mixture was concentrated and diluted with EtOAc (80 mL) and NaHCO3(sat) (10 mL) solution. The layers were separated and the aqueous layer was extracted with EtOAc th... Starting materials: BrC=1C=CC(=NC1)I (5-bromo-2-iodopyridine), C(C)(C)[Mg]Cl (isopropylmagnesium chloride), C1(=CC=CC=C1)S(=O)(=O)N1C(=CC=2C1=NC=CC2)C(CC2CCCC2)=O (1-(1-benzenesulfonyl-1H-pyrrolo[2,3-b]pyridin-2-yl)-2-cyclopentyl-ethanone). Run in O1CCCC1 (tetrahydrofuran), O1CCCC1 (tetrahydrofuran), O1CCCC1 (tetrahydrofuran). Reaction conditions: temperature 0 celsius, time 30 minute. The product is C1(=CC=CC=C1)S(=O)(=O)N1C(=CC=2C1=NC=CC2)C(CC2CCCC2)(O)C2=NC=C(C=C2)Br (1-(1-benzenesulfonyl-1H-pyrrolo[2,3-b]pyridin-2-yl)-1-(5-bromo-pyridin-2-yl)-2-cyclopentyl-ethanol). Yield: 44.0%. Reaction SMILES: [Br:1][C:2]1[CH:3]=[CH:4][C:5](I)=[N:6][CH:7]=1.C([Mg]Cl)(C)C.[C:14]1([S:20]([N:23]2[C:27]3=[N:28][CH:29]=[CH:30][CH:31]=[C:26]3[CH:25]=[C:24]2[C:32](=[O:39])[CH2:33][CH:34]2[CH2:38][CH2:37][CH2:36][CH2:35]2)(=[O:22])=[O:21])[CH:19]=[CH:18][CH:17]=[CH:16][CH:15]=1>O1CCCC1>[C:14]1([S:20]([N:23]2[C:27]3=[N:28][CH:29]=[CH:30][CH:31]=[C:26]3[CH:25]=[C:24]2[C:32]([C:5]2[CH:4]=[CH:3][C:2]([Br:1])=[CH:7][N:6]=2)([OH:39])[CH2:33][CH:34]2[CH2:35][CH2:36][CH2:37][CH2:38]2)(=[O:21])=[O:22])[CH:15]=[CH:16][CH:17]=[CH:18][CH:19]=1. Reported procedure: To a solution of 5-bromo-2-iodopyridine (4.27 g, 15.0 mmol) in anhydrous tetrahydrofuran (60 mL) at 0° C. was added a solution of isopropylmagnesium chloride in tetrahydrofuran (2 M, 7.5 mL, 15.04 mmol) dropwise. After stirring for 30 min at 0° C., a solution of 1-(1-benzenesulfonyl-1H-pyrrolo[2,3-b]pyridin-2-yl)-2-cyclopentyl-ethanone (prepared as in Example 43, 1.38 g, 3.76 mmol) in dry tetrahydrofuran (10 mL) was added dropwise. The resulting mixture was stirred for 14 h at room temperature, ... Starting materials: ClC1=CC=C2C(=CC=NC2=C1)N[C@@H]1CC[C@@H](CC1)N (cis-N-(7-chloroquinolin-4-yl)cyclohexane-1,4-diamine), C(=O)C1=CC=C2C=CNC2=C1 (6-formylindole), C(#N)[BH3-] (cyanoborohydride), O1CCCC1 (tetrahydrofuran). The solvent is C(C)(=O)O (acetic acid). The product is ClC1=CC=C2C(=CC=NC2=C1)N[C@@H]1CC[C@@H](CC1)NCC1=CC=C2C=CNC2=C1 (cis-N-(7-chloroquinolin-4-yl)-N′-(1 H-indol-6-ylmethyl)cyclohexane-1,4-diamine), bis TRIFLUOROACETIC ACID. RXN SMILES: [Cl:1][C:2]1[CH:11]=[C:10]2[C:5]([C:6]([NH:12][C@H:13]3[CH2:18][CH2:17][C@@H:16]([NH2:19])[CH2:15][CH2:14]3)=[CH:7][CH:8]=[N:9]2)=[CH:4][CH:3]=1.[CH:20]([C:22]1[CH:30]=[C:29]2[C:25]([CH:26]=[CH:27][NH:28]2)=[CH:24][CH:23]=1)=O.C([BH3-])#N.O1CCCC1>C(O)(=O)C>[Cl:1][C:2]1[CH:11]=[C:10]2[C:5]([C:6]([NH:12][C@H:13]3[CH2:14][CH2:15][C@@H:16]([NH:19][CH2:20][C:22]4[CH:30]=[C:29]5[C:25]([CH:26]=[CH:27][NH:28]5)=[CH:24][CH:23]=4)[CH2:17][CH2:18]3)=[CH:7][CH:8]=[N:9]2)=[CH:4][CH:3]=1. Procedure: A mixture of example 23A (30 mg, 0.11 mmol), 6-formylindole (19.2 mg, 0.132 mmol) and solid supported cyanoborohydride (0.22 mmol) was shaken in 1:1 mixture tetrahydrofuran and acetic acid for 15 hours, filtered and concentrated. The residue was purified with a high throughput HPLC system to provide the desired compound as its bis TRIFLUOROACETIC ACID salt. MS (ESI(+)Q1MS m/z 405 (M+H)+); 1H NMR (300 MHz, DMSO-D6) δ ppm 11.31 (s, 1 H), 8.74 (d, 1 H), 8.49-8.79 (m, 2 H), 7.96 (d, 1 H), 7.85 (dd, ...